Dataset: the Open Reaction Database (ORD), a public repository of structured organic reaction records. Task: describe an organic reaction: reactants, conditions, products, and yield The reactants are Cl.C(C)OC([C@@H](N)CS)=O (L-Cysteine ethyl ester hydrochloride), C(C1=CC=CC=C1)(C1=CC=CC=C1)(C1=CC=CC=C1)Cl (trityl chloride). Run in CN(C)C=O (DMF). Yields the product C(C)OC([C@@H](N)CSC(C1=CC=CC=C1)(C1=CC=CC=C1)C1=CC=CC=C1)=O (S-Trityl-L-Cysteine Ethyl Ester). The yield is 87.9%. Reaction SMILES: Cl.[CH2:2]([O:4][C:5](=[O:10])[C@H:6]([CH2:8][SH:9])[NH2:7])[CH3:3].[C:11](Cl)([C:24]1[CH:29]=[CH:28][CH:27]=[CH:26][CH:25]=1)([C:18]1[CH:23]=[CH:22][CH:21]=[CH:20][CH:19]=1)[C:12]1[CH:17]=[CH:16][CH:15]=[CH:14][CH:13]=1>CN(C=O)C>[CH2:2]([O:4][C:5](=[O:10])[C@H:6]([CH2:8][S:9][C:11]([C:12]1[CH:17]=[CH:16][CH:15]=[CH:14][CH:13]=1)([C:24]1[CH:25]=[CH:26][CH:27]=[CH:28][CH:29]=1)[C:18]1[CH:19]=[CH:20][CH:21]=[CH:22][CH:23]=1)[NH2:7])[CH3:3] |f:0.1|. Procedure: L-Cysteine ethyl ester hydrochloride (5.0 g, 27.03 mmol, 1 eq.) and trityl chloride (11.3 g, 40.55 mmol, 1.5 eq) were stirred in 20 mL of DMF for 2 days at room temperature. The reaction was purified by direct injection into RP-HPLC using 50-100% water/acetonirile gradient (no TFA added) over 20 min. After drying in vacuo, 9.3 g (88%) of 203 was obtained as a white powder. 1H NMR (500 MHz, CD3OD): δ=7.23-7.41 (m, 15H), 4.18 (q, 2H, J=7.5 Hz), 3.17 (m, 1H), 2.58 (dd, 1H, J=8.5 Hz, 12 Hz), 2.48 (d... The reactants are ( 32,33 ), [I-].C[N+]1=CN(C=C1)C (1,3-dimethylimidazolium iodide), [H-].[Na+] (sodium hydride), ClC1=NC=NC2=CC(=C(C=C12)OC)OC (4-chloro-6,7-dimethoxyquinazoline), substituted anilines, BrC=1C=C(C=O)C=CC1 (3-bromobenzaldehyde), ClC1=NC=NC2=CC(=C(C=C12)OC)OC (4-chloro-6,7-dimethoxyquinazoline). Solvent: O1CCOCC1 (dioxane). The product is 4-(3′-bromobenzoyl)-6,7-dimethoxyquinazoline WHI-P164, COC=1C=C2C=NC=NC2=CC1OC (6,7-dimethoxyquinazoline). Reaction SMILES: Cl[C:2]1[C:11]2[C:6](=[CH:7][C:8]([O:14][CH3:15])=[C:9]([O:12][CH3:13])[CH:10]=2)[N:5]=[CH:4][N:3]=1.BrC1C=C(C=CC=1)C=O.[I-].C[N+]1C=CN(C)C=1.[H-].[Na+]>O1CCOCC1>[CH3:13][O:12][C:9]1[CH:10]=[C:11]2[C:6](=[CH:7][C:8]=1[O:14][CH3:15])[N:5]=[CH:4][N:3]=[CH:2]2 |f:2.3,4.5|. Procedure details: The lead compound 4-(3′-bromobenzoyl)-6,7-dimethoxyquinazoline WHI-P164 was synthesized by reacting 4-chloro-6,7-dimethoxyquinazoline 5 with the commercially available 3-bromobenzaldehyde in the presence of 1,3-dimethylimidazolium iodide and sodium hydride in refluxing dioxane for 4 hours (Scheme 2) (32,33). The remaining 6,7-dimethoxyquinazoline derivatives were synthesized by condensing 4-chloro-6,7-dimethoxyquinazoline 5 with the corresponding substituted anilines as shown in Scheme 3. The reactants are C1=CC=C(C=C1)OC2=CC=C(C=C2)[N+](=O)[O-] (4-Nitrodiphenyl ether). Reagents/catalysts: [Ni] (Raney nickel). Solvent: CO (methanol). Yields the product O(C1=CC=CC=C1)C1=CC=C(N)C=C1 (4-phenoxyaniline). The yield is 99.6%. Reaction SMILES: [CH:1]1[CH:6]=[CH:5][C:4]([O:7][C:8]2[CH:13]=[CH:12][C:11]([N+:14]([O-])=O)=[CH:10][CH:9]=2)=[CH:3][CH:2]=1>[Ni].CO>[O:7]([C:8]1[CH:9]=[CH:10][C:11]([NH2:14])=[CH:12][CH:13]=1)[C:4]1[CH:3]=[CH:2][CH:1]=[CH:6][CH:5]=1. Procedure details: 4-Nitrodiphenyl ether (3.92 g, 18 mmol) was hydrogenated over Raney nickel (1.5 g) in methanol (100 mL) at 25° C. at 50 psi for 2 hours. The reaction mixture was celite filtered, and the volatiles were stripped rigourously under reduced pressure to give 4-phenoxyaniline (3.32 g, 97.6%) as an off-white solid. Reactants: C#CCCCCC(C(=O)O)C(=O)O, CC#N. Product: C#CCCCCCC(=O)O. Reaction SMILES: [CH2:1]([CH2:2][CH2:3][CH2:4][C:5]#[CH:6])[CH:7]([C:8](=[O:9])[OH:10])[C:11]([OH:12])=[O:13].[CH3:14][C:15]#[N:16]>>[CH2:1]([CH2:2][CH2:3][CH2:4][C:5]#[CH:6])[CH2:7][C:8](=[O:9])[OH:10]. Starting materials: C(C(=O)Cl)(=O)Cl (Oxalyl chloride), COCCN(C1=C(C=C(C(=O)O)C=C1)[N+](=O)[O-])CCOC (4-[bis(2-methoxyethyl)amino]-3-nitrobenzoic acid), ON=C(N)C1=C(C=CC=C1)OC (N′-Hydroxy-2-methoxybenzenecarboximidamide), CCN(C(C)C)C(C)C (DIEA). Product: COCCN(C1=C(C=C(C=C1)C1=NC(=NO1)C1=C(C=CC=C1)OC)[N+](=O)[O-])CCOC (N,N-bis(2-methoxyethyl)-4-[3-(2-methoxyphenyl)-1,2,4-oxadiazol-5-yl]-2-nitroaniline). RXN SMILES: C(Cl)(=O)C(Cl)=O.[CH3:7][O:8][CH2:9][CH2:10][N:11]([CH2:24][CH2:25][O:26][CH3:27])[C:12]1[CH:20]=[CH:19][C:15]([C:16]([OH:18])=O)=[CH:14][C:13]=1[N+:21]([O-:23])=[O:22].O[N:29]=[C:30]([C:32]1[CH:37]=[CH:36][CH:35]=[CH:34][C:33]=1[O:38][CH3:39])[NH2:31].CCN(C(C)C)C(C)C>>[CH3:27][O:26][CH2:25][CH2:24][N:11]([CH2:10][CH2:9][O:8][CH3:7])[C:12]1[CH:20]=[CH:19][C:15]([C:16]2[O:18][N:31]=[C:30]([C:32]3[CH:37]=[CH:36][CH:35]=[CH:34][C:33]=3[O:38][CH3:39])[N:29]=2)=[CH:14][C:13]=1[N+:21]([O-:23])=[O:22]. Procedure: Oxalyl chloride (190 mg; 1.5 mmol; 3 eq.), Intermediate 31 (149 mg; 0.5 mmol; 1 eq.), Intermediate 1 (83 mg; 0.5 mmol, 1 eq.) and DIEA (194 mg; 1.5 mmol; 3 eq.) were reacted according to general procedure 2. Purification by column chromatography c-hexane/ethyl acetate, 50/50) followed by crystallisation from Et2O/n-pentane afforded the title compound as a yellow solid. The reactants are ClCCl, OCc1ccc(Cl)cc1O. The product is O=Cc1ccc(Cl)cc1O. Reaction SMILES: [Cl:11][CH2:12][Cl:13].[Cl:1][c:2]1[cH:3][cH:4][c:5]([CH2:9][OH:10])[c:6]([OH:8])[cH:7]1>>[Cl:1][c:2]1[cH:3][cH:4][c:5]([CH:9]=[O:10])[c:6]([OH:8])[cH:7]1. The reactants are CC(C)Cc1cccc(C(=O)O)c1, NCc1ccccc1. Yields the product CC(C)Cc1cccc(C(=O)NCc2ccccc2)c1. RXN SMILES: [CH2:1]([CH:2]([CH3:3])[CH3:4])[c:5]1[cH:6][c:7]([C:8](=[O:9])[OH:10])[cH:11][cH:12][cH:13]1.[NH2:14][CH2:15][c:16]1[cH:17][cH:18][cH:19][cH:20][cH:21]1>>[CH2:1]([CH:2]([CH3:3])[CH3:4])[c:5]1[cH:6][c:7]([C:8](=[O:10])[NH:14][CH2:15][c:16]2[cH:17][cH:18][cH:19][cH:20][cH:21]2)[cH:11][cH:12][cH:13]1. Product: CCCCOC(=O)N1CCN(C(=O)CNC(=O)c2cc(OC(C)C(=O)O)n(-c3ccccc3)n2)CC1. As a reaction SMILES: [CH2:1]([CH2:2][CH2:3][CH3:4])[O:5][C:6](=[O:7])[N:8]1[CH2:9][CH2:10][N:11]([C:14]([CH2:15][NH:16][C:17](=[O:18])[c:19]2[n:20][n:21](-[c:37]3[cH:38][cH:39][cH:40][cH:41][cH:42]3)[c:22]([O:24][CH:25]([CH3:26])[C:27](=[O:28])[O:29][CH2:30][c:31]3[cH:32][cH:33][cH:34][cH:35][cH:36]3)[cH:23]2)=[O:43])[CH2:12][CH2:13]1.[CH3:46][CH2:47][O:48][C:49](=[O:50])[CH3:51].[H:44][H:45]>>[CH2:1]([CH2:2][CH2:3][CH3:4])[O:5][C:6](=[O:7])[N:8]1[CH2:9][CH2:10][N:11]([C:14]([CH2:15][NH:16][C:17](=[O:18])[c:19]2[n:20][n:21](-[c:37]3[cH:38][cH:39][cH:40][cH:41][cH:42]3)[c:22]([O:24][CH:25]([CH3:26])[C:27](=[O:28])[OH:29])[cH:23]2)=[O:43])[CH2:12][CH2:13]1. Starting materials: CCCCOC(=O)N1CCN(C(=O)CNC(=O)c2cc(OC(C)C(=O)OCc3ccccc3)n(-c3ccccc3)n2)CC1, CCOC(C)=O, [H][H]. Starting materials: N1C(=CC2=CC=CC=C12)C1=NNC2=CC=C(C=C12)O (3-(1H-indol-2-yl)-1H-indazol-5-ol), N12CCCCCC2=NCCC1 (1,8-diazabicyclo[5.4.0]undec-7-ene), [N+](=O)([O-])C1=CC=C(C=C1)OP(OC1=CC=C(C=C1)[N+](=O)[O-])(=O)C1=CC=CC=C1 (phenyl-phosphonic acid bis-(4-nitrophenyl) ester), C([O-])(O)=O.[Na+] (sodium bicarbonate), [Cl-].[Na+] (sodium chloride). The solvent is ClCCl (dichloromethane), ClCCl (dichloromethane). Run at time 2 hour. The product is COP(OC=1C=C2C(=NNC2=CC1)C=1NC2=CC=CC=C2C1)(=O)C1=CC=CC=C1 (phenylphosphonic acid 3-(1H-indol-2-yl)-1H-indazol-5-yl ester methyl ester). The yield is 103.0%. Reaction SMILES: [N+](C1C=C[C:7]([O:10][P:11]([C:23]2[CH:28]=[CH:27][CH:26]=[CH:25][CH:24]=2)(=O)[O:12]C2C=CC([N+]([O-])=O)=CC=2)=CC=1)([O-])=O.[NH:29]1[C:37]2[C:32](=[CH:33][CH:34]=[CH:35][CH:36]=2)[CH:31]=[C:30]1[C:38]1[C:46]2[C:41](=[CH:42][CH:43]=[C:44]([OH:47])[CH:45]=2)[NH:40][N:39]=1.N12CCCN=C1CCCCC2.C(=O)(O)[O-].[Na+].[Cl-].[Na+]>ClCCl>[CH3:7][O:10][P:11]([C:23]1[CH:28]=[CH:27][CH:26]=[CH:25][CH:24]=1)(=[O:12])[O:47][C:44]1[CH:45]=[C:46]2[C:41](=[CH:42][CH:43]=1)[NH:40][N:39]=[C:38]2[C:30]1[NH:29][C:37]2[C:32]([CH:31]=1)=[CH:33][CH:34]=[CH:35][CH:36]=2 |f:3.4,5.6|. Procedure: Phenylphosphonic acid 3-(1H-indol-2-yl)-1H-indazol-5-yl ester methyl ester is prepared according to procedure F using 230 mg of phenyl-phosphonic acid bis-(4-nitrophenyl) ester in solution in 4 ml of dichloromethane to which is added a solution of 120 mg of 3-(1H-indol-2-yl)-1H-indazol-5-ol and 72 μl of 1,8-diazabicyclo[5.4.0]undec-7-ene in 4 ml of dichloromethane. After stirring for 2 hours at ambient temperature, the medium is treated with 4 times 50 ml of a saturated sodium bicarbonate soluti...